This data is from the Open Reaction Database (ORD), a public repository of structured organic reaction records. The task is: describe an organic reaction: reactants, conditions, products, and yield The reactants are CCOC(=O)C12CCC(NCC(=O)N3CC(F)CC3C(N)=O)(CC1)CC2, O=S(=O)(OS(=O)(=O)C(F)(F)F)C(F)(F)F, O=C(O)C(F)(F)F. RXN SMILES: [CH2:1]([CH3:2])[O:3][C:4](=[O:5])[C:6]12[CH2:7][CH2:8][C:9]([NH:14][CH2:15][C:16](=[O:17])[N:18]3[CH:19]([C:24](=[O:25])[NH2:26])[CH2:20][CH:21]([F:23])[CH2:22]3)([CH2:10][CH2:11]1)[CH2:12][CH2:13]2.[F:27][C:28]([S:29]([O:30][S:31]([C:32]([F:33])([F:34])[F:35])(=[O:36])=[O:37])(=[O:38])=[O:39])([F:40])[F:41].[OH:42][C:43]([C:44]([F:45])([F:46])[F:47])=[O:48]>>[CH2:1]([CH3:2])[O:3][C:4](=[O:5])[C:6]12[CH2:7][CH2:8][C:9]([NH:14][CH2:15][C:16](=[O:17])[N:18]3[CH:19]([C:24]#[N:26])[CH2:20][CH:21]([F:23])[CH2:22]3)([CH2:10][CH2:11]1)[CH2:12][CH2:13]2. The product is CCOC(=O)C12CCC(NCC(=O)N3CC(F)CC3C#N)(CC1)CC2. The reactants are CI, CN(C)C=O, CCOC(C)=O, C=Cc1cc(C(C)O)nc(Cl)c1O, [H-], [Na+]. Product: C=Cc1cc(C(C)O)nc(Cl)c1OC. RXN SMILES: [CH3:16][I:17].[CH3:18][N:19]([CH3:20])[CH:21]=[O:22].[CH3:23][CH2:24][O:25][C:26](=[O:27])[CH3:28].[Cl:1][c:2]1[n:3][c:4]([CH:11]([CH3:12])[OH:13])[cH:5][c:6]([CH:9]=[CH2:10])[c:7]1[OH:8].[H-:14].[Na+:15]>>[Cl:1][c:2]1[n:3][c:4]([CH:11]([CH3:12])[OH:13])[cH:5][c:6]([CH:9]=[CH2:10])[c:7]1[O:8][CH3:16].